This data is from the Open Reaction Database (ORD), a public repository of structured organic reaction records. The task is: describe an organic reaction: reactants, conditions, products, and yield The reactants are NCc1cccc2c3c([nH]c12)CCC3, O=C(Cl)CCl, ClCCl, ClC(Cl)Cl, O, c1ccncc1. The product is O=C(CCl)NCc1cccc2c3c([nH]c12)CCC3. Reaction SMILES: [CH2:1]1[CH2:2][CH2:3][c:4]2[nH:5][c:6]3[c:7]([CH2:13][NH2:14])[cH:8][cH:9][cH:10][c:11]3[c:12]21.[Cl:21][CH2:22][C:23](=[O:24])[Cl:25].[Cl:27][CH2:28][Cl:29].[Cl:30][CH:31]([Cl:32])[Cl:33].[OH2:26].[cH:15]1[cH:16][cH:17][n:18][cH:19][cH:20]1>>[CH2:1]1[CH2:2][CH2:3][c:4]2[nH:5][c:6]3[c:7]([CH2:13][NH:14][C:23]([CH2:22][Cl:21])=[O:24])[cH:8][cH:9][cH:10][c:11]3[c:12]21.